Dataset: the Open Reaction Database (ORD), a public repository of structured organic reaction records. Task: describe an organic reaction: reactants, conditions, products, and yield Reactants: CC1(C)OCC(CCCCO)O1, O, Cc1ccc(S(=O)(=O)Cl)cc1, c1ccncc1. The product is Cc1ccc(S(=O)(=O)OCCCCC2COC(C)(C)O2)cc1. RXN SMILES: [CH3:1][C:2]1([CH3:12])[O:3][CH2:4][CH:5]([CH2:7][CH2:8][CH2:9][CH2:10][OH:11])[O:6]1.[OH2:30].[c:19]1([CH3:29])[cH:20][cH:21][c:22]([S:25](=[O:26])(=[O:27])[Cl:28])[cH:23][cH:24]1.[cH:13]1[cH:14][cH:15][n:16][cH:17][cH:18]1>>[CH3:1][C:2]1([CH3:12])[O:3][CH2:4][CH:5]([CH2:7][CH2:8][CH2:9][CH2:10][O:11][S:25]([c:22]2[cH:21][cH:20][c:19]([CH3:29])[cH:24][cH:23]2)(=[O:26])=[O:27])[O:6]1. Starting materials: N1=CC(=CC=C1)C1(CC1)C(=O)C1=C(C=C(C=C1)Cl)Cl (2,4-dichlorophenyl 1-(3-pyridyl)-cyclopropyl ketone), [Cl-].COC[P+](C1=CC=CC=C1)(C1=CC=CC=C1)C1=CC=CC=C1 (methoxymethyltriphenylphosphonium chloride). Yields the product ClC1=C(C(=COC)C2(CC2)C=2C=NC=CC2)C=CC(=C1)Cl (3-[1-(2,4-dichloro-α-methoxymethylenebenzyl)-cyclopropyl]-pyridine). Reaction SMILES: [N:1]1[CH:6]=[CH:5][CH:4]=[C:3]([C:7]2([C:10]([C:12]3[CH:17]=[CH:16][C:15]([Cl:18])=[CH:14][C:13]=3[Cl:19])=O)[CH2:9][CH2:8]2)[CH:2]=1.[Cl-].[CH3:21][O:22][CH2:23][P+](C1C=CC=CC=1)(C1C=CC=CC=1)C1C=CC=CC=1>>[Cl:19][C:13]1[CH:14]=[C:15]([Cl:18])[CH:16]=[CH:17][C:12]=1[C:10]([C:7]1([C:3]2[CH:2]=[N:1][CH:6]=[CH:5][CH:4]=2)[CH2:9][CH2:8]1)=[CH:21][O:22][CH3:23] |f:1.2|. Reported procedure: starting from 2,4-dichlorophenyl 1-(3-pyridyl)-cyclopropyl ketone and methoxymethyltriphenylphosphonium chloride there is obtained 3-[1-(2,4-dichloro-α-methoxymethylenebenzyl)-cyclopropyl]-pyridine as an isomer mixture in the form of a yellow oil; Reactants: O=C([O-])[O-], C1CCOC1, COC(=O)c1c(-c2ccccc2)c2cc(Br)ccc2c(=O)n1Cc1ccc2c(c1)CCO2, CB(O)O, Cc1ccccc1, [K+], [K+], O, c1ccc(P(c2ccccc2)(c2ccccc2)[Pd](P(c2ccccc2)(c2ccccc2)c2ccccc2)(P(c2ccccc2)(c2ccccc2)c2ccccc2)P(c2ccccc2)(c2ccccc2)c2ccccc2)cc1. Yields the product COC(=O)c1c(-c2ccccc2)c2cc(C)ccc2c(=O)n1Cc1ccc2c(c1)CCO2. RXN SMILES: [C:37](=[O:38])([O-:39])[O-:40].[CH2:128]1[O:129][CH2:130][CH2:131][CH2:132]1.[CH3:1][O:2][C:3](=[O:4])[c:5]1[n:6]([CH2:23][c:24]2[cH:25][cH:26][c:27]3[c:28]([cH:32]2)[CH2:29][CH2:30][O:31]3)[c:7](=[O:22])[c:8]2[cH:9][cH:10][c:11]([Br:21])[cH:12][c:13]2[c:14]1-[c:15]1[cH:16][cH:17][cH:18][cH:19][cH:20]1.[CH3:33][B:34]([OH:35])[OH:36].[CH3:43][c:44]1[cH:45][cH:46][cH:47][cH:48][cH:49]1.[K+:41].[K+:42].[OH2:127].[cH:50]1[cH:51][cH:52][c:53]([P:54]([Pd:55]([P:56]([c:57]2[cH:58][cH:59][cH:60][cH:61][cH:62]2)([c:63]2[cH:64][cH:65][cH:66][cH:67][cH:68]2)[c:69]2[cH:70][cH:71][cH:72][cH:73][cH:74]2)([P:75]([c:76]2[cH:77][cH:78][cH:79][cH:80][cH:81]2)([c:82]2[cH:83][cH:84][cH:85][cH:86][cH:87]2)[c:88]2[cH:89][cH:90][cH:91][cH:92][cH:93]2)[P:94]([c:95]2[cH:96][cH:97][cH:98][cH:99][cH:100]2)([c:101]2[cH:102][cH:103][cH:104][cH:105][cH:106]2)[c:107]2[cH:108][cH:109][cH:110][cH:111][cH:112]2)([c:113]2[cH:114][cH:115][cH:116][cH:117][cH:118]2)[c:119]2[cH:120][cH:121][cH:122][cH:123][cH:124]2)[cH:125][cH:126]1>>[CH3:1][O:2][C:3](=[O:4])[c:5]1[n:6]([CH2:23][c:24]2[cH:25][cH:26][c:27]3[c:28]([cH:32]2)[CH2:29][CH2:30][O:31]3)[c:7](=[O:22])[c:8]2[cH:9][cH:10][c:11]([CH3:33])[cH:12][c:13]2[c:14]1-[c:15]1[cH:16][cH:17][cH:18][cH:19][cH:20]1.